Dataset: the Open Reaction Database (ORD), a public repository of structured organic reaction records. Task: describe an organic reaction: reactants, conditions, products, and yield Starting materials: C(C1=CC=C(C#N)C=C1)#N (terephthalonitrile), aqueous solution, [OH-].[Na+] (sodium hydroxide), C(C1=CC(C#N)=CC=C1)#N (Isophthalonitrile). The solvent is C(C)O (ethanol). Conditions: temperature 78 celsius. Product: C(#N)C1=CC=C(C(=O)N)C=C1 (p-cyanobenzamide). Isolated yield 69.0%. Reaction SMILES: C(#N)C1C=CC=C(C#N)C=1.[OH-:11].[Na+].[C:13](#[N:22])[C:14]1[CH:21]=[CH:20][C:17]([C:18]#[N:19])=[CH:16][CH:15]=1>C(O)C>[C:18]([C:17]1[CH:20]=[CH:21][C:14]([C:13]([NH2:22])=[O:11])=[CH:15][CH:16]=1)#[N:19] |f:1.2|. Procedure: Isophthalonitrile (128 g) and ethanol (1700 g) were placed in a four-neck flask, and the mixture was heated to 78° C. with stirring. To the mixture, a 20% aqueous solution (10 g) of sodium hydroxide was added over three hours by use of a tube pump. Liquid chromatographic analysis revealed that the reaction mixture contained 100.7 g of p-cyanobenzamide (yield 69%) and 38.4 g of terephthalonitrile (conversion 70%). The reaction mixture was cooled to 25° C., neutralized with concentrated sulfuric a...